Dataset: the Open Reaction Database (ORD), a public repository of structured organic reaction records. Task: describe an organic reaction: reactants, conditions, products, and yield Reactants: ClC1=CC=C2C(=N1)C(N(C2=O)C=2C=NN(C2)CC(F)(F)F)Cl (2,7-dichloro-6-(1-(2,2,2-trifluoroethyl)-1H-pyrazol-4-yl)-6,7-dihydro-5H-pyrrolo[3,4-b]pyridin-5-one), COC1=NC=C(C=C1OC)B1OC(C(O1)(C)C)(C)C (2,3-dimethoxy-5-(4,4,5,5-tetramethyl-1,3,2-dioxaborolan-2-yl)pyridine), COC1=NC=C(C=C1OC)B1OC(C(O1)(C)C)(C)C (2,3-dimethoxy-5-(4,4,5,5-tetramethyl-1,3,2-dioxaborolan-2-yl)pyridine), C(=O)([O-])[O-].[Na+].[Na+] (Na2CO3), COCCO (2-methoxyethanol). Reagents/catalysts: C=1C=CC(=CC1)[P](C=2C=CC=CC2)(C=3C=CC=CC3)[Pd]([P](C=4C=CC=CC4)(C=5C=CC=CC5)C=6C=CC=CC6)([P](C=7C=CC=CC7)(C=8C=CC=CC8)C=9C=CC=CC9)[P](C=1C=CC=CC1)(C=1C=CC=CC1)C=1C=CC=CC1 (Pd(PPh3)4). Run in CN(C)C=O (DMF). Reaction conditions: temperature 100 celsius, time 16 hour. Yields the product COC=1C=C(C=NC1OC)C1=CC=C2C(=N1)C(N(C2=O)C=2C=NN(C2)CC(F)(F)F)OCCOC (2-(5,6-dimethoxypyridin-3-yl)-7-(2-methoxyethoxy)-6-(1-(2,2,2-trifluoroethyl)-1H-pyrazol-4-yl)-6,7-dihydro-5H-pyrrolo[3,4-b]pyridin-5-one). Yield: 21.7%. Reaction SMILES: Cl[C:2]1[N:7]=[C:6]2[CH:8](Cl)[N:9]([C:12]3[CH:13]=[N:14][N:15]([CH2:17][C:18]([F:21])([F:20])[F:19])[CH:16]=3)[C:10](=[O:11])[C:5]2=[CH:4][CH:3]=1.[CH3:23][O:24][C:25]1[C:30]([O:31][CH3:32])=[CH:29][C:28](B2OC(C)(C)C(C)(C)O2)=[CH:27][N:26]=1.C([O-])([O-])=O.[Na+].[Na+].[CH3:48][O:49][CH2:50][CH2:51][OH:52]>CN(C=O)C.C1C=CC([P]([Pd]([P](C2C=CC=CC=2)(C2C=CC=CC=2)C2C=CC=CC=2)([P](C2C=CC=CC=2)(C2C=CC=CC=2)C2C=CC=CC=2)[P](C2C=CC=CC=2)(C2C=CC=CC=2)C2C=CC=CC=2)(C2C=CC=CC=2)C2C=CC=CC=2)=CC=1>[CH3:32][O:31][C:30]1[CH:29]=[C:28]([C:2]2[N:7]=[C:6]3[CH:8]([O:52][CH2:51][CH2:50][O:49][CH3:48])[N:9]([C:12]4[CH:13]=[N:14][N:15]([CH2:17][C:18]([F:21])([F:20])[F:19])[CH:16]=4)[C:10](=[O:11])[C:5]3=[CH:4][CH:3]=2)[CH:27]=[N:26][C:25]=1[O:24][CH3:23] |f:2.3.4,^1:61,63,82,101|. Procedure: As shown in step 18-ii of Scheme 18, to Compound 2060 (180 mg, 0.5127 mmol) in DMF (6 mL) was added 2,3-dimethoxy-5-(4,4,5,5-tetramethyl-1,3,2-dioxaborolan-2-yl)pyridine (Compound 2021, 163 mg, 0.62 mmol), Na2CO3 (217 mg, 2.05 mmol), Pd(PPh3)4 (30 mg, 0.026 mmol), and 2-methoxyethanol (1.5 mL, 19.0 mmol). The reaction vessel was evacuated, placed under an atmosphere of nitrogen, then warmed to 100° C. (sand bath). After 16 hours, the reaction mixture was partitioned between EtOAc and water (100 ... Reactants: CO, Cl, O=C(Nc1nccs1)c1nc(-c2cccc3ccccc23)[nH]c1-c1ccc([N+](=O)[O-])cc1. The product is Nc1ccc(-c2[nH]c(-c3cccc4ccccc34)nc2C(=O)Nc2nccs2)cc1. As a reaction SMILES: [CH3:33][OH:34].[ClH:35].[c:1]1(-[c:11]2[nH:12][c:13](-[c:24]3[cH:25][cH:26][c:27]([N+:30]([O-:31])=[O:32])[cH:28][cH:29]3)[c:14]([C:16](=[O:17])[NH:18][c:19]3[s:20][cH:21][cH:22][n:23]3)[n:15]2)[cH:2][cH:3][cH:4][c:5]2[cH:6][cH:7][cH:8][cH:9][c:10]12>>[c:1]1(-[c:11]2[nH:12][c:13](-[c:24]3[cH:25][cH:26][c:27]([NH2:30])[cH:28][cH:29]3)[c:14]([C:16](=[O:17])[NH:18][c:19]3[s:20][cH:21][cH:22][n:23]3)[n:15]2)[cH:2][cH:3][cH:4][c:5]2[cH:6][cH:7][cH:8][cH:9][c:10]12. Starting materials: ClC=1C(N(N=CC1NCCCl)C)=O (4-chloro-5-(2-choroethylamino)-2-methyl-2H-pyridazine-3-one), [I-].[K+] (potassium iodide), FC1=CC2=C(C(=NO2)C2CCNCC2)C=C1 (6-fluoro-3-piperidine-4-yl-1,2-benzisoxazole), C([O-])([O-])=O.[K+].[K+] (potassium carbonate). Solvent: C(C)#N (acetonitrile). Reaction conditions: time 24 hour. Yields the product FC1=CC2=C(C(=NO2)C2CCN(CC2)CCNC2=C(C(N(N=C2)C)=O)Cl)C=C1 (5-{2-[4-(6-fluoro-1,2-benzisoxazole-3-yl)-piperidine-1-yl]-ethylamino}-4-chloro-2-methyl-2H-pyridazine-3-one). Isolated yield 80.2%. Reaction SMILES: [Cl:1][C:2]1[C:3](=[O:13])[N:4]([CH3:12])[N:5]=[CH:6][C:7]=1[NH:8][CH2:9][CH2:10]Cl.[F:14][C:15]1[CH:29]=[CH:28][C:18]2[C:19]([CH:22]3[CH2:27][CH2:26][NH:25][CH2:24][CH2:23]3)=[N:20][O:21][C:17]=2[CH:16]=1.C(=O)([O-])[O-].[K+].[K+].[I-].[K+]>C(#N)C>[F:14][C:15]1[CH:29]=[CH:28][C:18]2[C:19]([CH:22]3[CH2:23][CH2:24][N:25]([CH2:10][CH2:9][NH:8][C:7]4[CH:6]=[N:5][N:4]([CH3:12])[C:3](=[O:13])[C:2]=4[Cl:1])[CH2:26][CH2:27]3)=[N:20][O:21][C:17]=2[CH:16]=1 |f:2.3.4,5.6|. Procedure details: 1.9 g (8.6 millimoles) of 4-chloro-5-(2-choroethylamino)-2-methyl-2H-pyridazine-3-one, 40 ml of acetonitrile, 2.07 g (9.4 millimoles) of 6-fluoro-3-piperidine-4-yl-1,2-benzisoxazole, 2.36 g of potassium carbonate and 0.17 g potassium iodide are admixed. The reaction mixture is heated to boiling for 24 hours, filtered over a magnesium sulfate containing carbon bed and the organic phase is evaporated. The crude product is dissolved in ethyl acetate, washed with water, the organic phase is dried ov...